This data is from the Open Reaction Database (ORD), a public repository of structured organic reaction records. The task is: describe an organic reaction: reactants, conditions, products, and yield Reactants: O1CCN(CC1)C=1SC(=CN1)C=O (2-morpholinothiazole-5-carbaldehyde), C([O-])([O-])=O.[K+].[K+] (potassium carbonate), FC(F)(F)[Si](C)(C)C ((trifluoromethyl)trimethylsilane). The solvent is CN(C=O)C (N,N-dimethylformamide). Product: FC(C(O)C1=CN=C(S1)N1CCOCC1)(F)F (2,2,2-trifluoro-1-(2-morpholinothiazol-5-yl)ethanol). The yield is 65.1%. RXN SMILES: [O:1]1[CH2:6][CH2:5][N:4]([C:7]2[S:8][C:9]([CH:12]=[O:13])=[CH:10][N:11]=2)[CH2:3][CH2:2]1.C(=O)([O-])[O-].[K+].[K+].[F:20][C:21]([Si](C)(C)C)([F:23])[F:22]>CN(C)C=O>[F:20][C:21]([F:23])([F:22])[CH:12]([C:9]1[S:8][C:7]([N:4]2[CH2:5][CH2:6][O:1][CH2:2][CH2:3]2)=[N:11][CH:10]=1)[OH:13] |f:1.2.3|. Procedure: According to Reference Example 8-2, by use of 2-morpholinothiazole-5-carbaldehyde (177 mg, 0.893 mmol) dissolved in N,N-dimethylformamide (5.3 mL), potassium carbonate (25 mg, 0.18 mmol) and (trifluoromethyl)trimethylsilane (0.198 mL, 1.34 mmol), the mixture was stirred and reacted at room temperature for 2.3 hours. Then, purification by preparative thin-layer chromatography (chloroform/methanol=15/1) was performed to give 2,2,2-trifluoro-1-(2-morpholinothiazol-5-yl)ethanol (Compound DY) (156 mg... Reactants: [Si](C)(C)(C(C)(C)C)O[C@@H](C=O)C1=CC=CC=C1 ((R)-α-(t-butyldimethylsilyloxy)-α-phenylacetaldehyde), N[C@@H](COC1=CC=C(C=C1)CC(=O)OC)C (methyl 4-(2(R)-amino-1-propoxy)phenylacetate), C(C)(=O)OCC (ethyl acetate), C(#N)[BH3-].[Na+] (sodium cyanoborohydride). The solvent is CO (methanol), O (water). Reaction conditions: time 8 hour. Product: COC(=O)CC1=CC=C(OC[C@@H](C)NC[C@@H](C2=CC=CC=C2)O[Si](C)(C)C(C)(C)C)C=C1 (N-[2-(4-Methoxycarbonylmethylphenoxy)-1(R)-methylethyl]-2(R)-t-butyldimethylsilyloxy-2-phenylethanamine). As a reaction SMILES: C([BH3-])#N.[Na+].[Si:5]([O:12][C@H:13]([C:16]1[CH:21]=[CH:20][CH:19]=[CH:18][CH:17]=1)[CH:14]=O)([C:8]([CH3:11])([CH3:10])[CH3:9])([CH3:7])[CH3:6].[NH2:22][C@H:23]([CH3:37])[CH2:24][O:25][C:26]1[CH:31]=[CH:30][C:29]([CH2:32][C:33]([O:35][CH3:36])=[O:34])=[CH:28][CH:27]=1.C(OCC)(=O)C>CO.O>[CH3:36][O:35][C:33]([CH2:32][C:29]1[CH:30]=[CH:31][C:26]([O:25][CH2:24][C@H:23]([NH:22][CH2:14][C@H:13]([O:12][Si:5]([C:8]([CH3:9])([CH3:10])[CH3:11])([CH3:6])[CH3:7])[C:16]2[CH:17]=[CH:18][CH:19]=[CH:20][CH:21]=2)[CH3:37])=[CH:27][CH:28]=1)=[O:34] |f:0.1|. Reported procedure: 630 mg of sodium cyanoborohydride were added, whilst ice-cooling, to a solution of 1.01 g of (R)-α-(t-butyldimethylsilyloxy)-α-phenylacetaldehyde (prepared as described in Preparation 25) and 750 mg of methyl 4-(2(R)-amino-1-propoxy)phenylacetate (prepared as described in Preparation 27) in 10 ml of absolute methanol, and the resulting mixture was allowed to stand overnight at room temperature. At the end of this time, the reaction mixture was mixed with ethyl acetate and water. The organic laye... Product: ClC=1N=C(SC1Cl)OC1=CC(=C(C=C1C)N=CN(C)CC)C (N′-{4-[(4,5-dichloro-1,3-thiazol-2-yl)oxy]-2,5-dimethylphenyl}-N-ethyl-N-methylimidoformamide). Procedure details: To a mixture of 2.0 g (6.9 mmol) of 4-[(4,5-dichloro-1,3-thiazol-2-yl)oxy]-2,5-dimethylaniline in 2.5 ml toluene a solution of 9.7 mmol of N-(dimethoxymethyl)-N-methylethanamine (60% in methanol) was added. The reaction mixture was stirred for 16 hrs at 105° C. The reaction mixture was concentrated in vacuo. Column chromatographie (gradient: cyclohexane->ethyl acetate) yielded 2.4 g (6.7 mmol) 97% of N′-{4-[(4,5-dichloro-1,3-thiazol-2-yl)oxy]-2,5-dimethylphenyl}-N-ethyl-N-methylimidoformamide; l... The solvent is C1(=CC=CC=C1)C (toluene). Yield: 97.1%. Reaction conditions: temperature 105 celsius, time 16 hour. As a reaction SMILES: [Cl:1][C:2]1[N:3]=[C:4]([O:8][C:9]2[C:15]([CH3:16])=[CH:14][C:12]([NH2:13])=[C:11]([CH3:17])[CH:10]=2)[S:5][C:6]=1[Cl:7].CO[CH:20](OC)[N:21]([CH3:24])[CH2:22][CH3:23].C1CCCCC1.C(OCC)(=O)C>C1(C)C=CC=CC=1>[Cl:1][C:2]1[N:3]=[C:4]([O:8][C:9]2[C:15]([CH3:16])=[CH:14][C:12]([N:13]=[CH:20][N:21]([CH2:22][CH3:23])[CH3:24])=[C:11]([CH3:17])[CH:10]=2)[S:5][C:6]=1[Cl:7]. Starting materials: C1CCCCC1 (cyclohexane), C(C)(=O)OCC (ethyl acetate), ClC=1N=C(SC1Cl)OC1=CC(=C(N)C=C1C)C (4-[(4,5-dichloro-1,3-thiazol-2-yl)oxy]-2,5-dimethylaniline), COC(N(CC)C)OC (N-(dimethoxymethyl)-N-methylethanamine). Reactants: [Br-] (bromide), 7, Cl (hydrochloric acid), ClC=1C=C(C=CC1Cl)[C@]1(CCC(NC1)=O)CC1OCCO1 ((5S)-5-(3,4-d ichlorophenyl)-5-(1,3-d ioxolan-2-yl methyl)-2-piperidinone), C([O-])([O-])=O.[K+].[K+] (potassium carbonate), N (ammonia). Reagents/catalysts: [Cu]I (copper (I) iodide). The solvent is CN1C(CCC1)=O (1-methyl-2-pyrrolidinone). Reaction conditions: temperature 140 celsius, time 4 hour. Yields the product ClC=1C=C(C=CC1Cl)[C@]1(CCC(N(C1)C1=NC(=CC=C1)OC)=O)CC1OCCO1 ((5S)-5-(3,4-Dichlorophenyl)-5-(1,3-dioxolan-2-ylmethyl)-1-(6-methoxy-2-pyridinyl)-2-piperidinone). Reaction SMILES: [Cl:1][C:2]1[CH:3]=[C:4]([C@:9]2([CH2:16][CH:17]3[O:21][CH2:20][CH2:19][O:18]3)[CH2:14][NH:13][C:12](=[O:15])[CH2:11][CH2:10]2)[CH:5]=[CH:6][C:7]=1[Cl:8].[C:22](=[O:25])([O-])[O-].[K+].[K+].[Br-].Cl.[NH3:30]>CN1CCCC1=O.[Cu]I>[Cl:1][C:2]1[CH:3]=[C:4]([C@:9]2([CH2:16][CH:17]3[O:21][CH2:20][CH2:19][O:18]3)[CH2:14][N:13]([C:4]3[CH:3]=[CH:2][CH:7]=[C:6]([O:25][CH3:22])[N:30]=3)[C:12](=[O:15])[CH2:11][CH2:10]2)[CH:5]=[CH:6][C:7]=1[Cl:8] |f:1.2.3|. Procedure: A mixture of (5S)-5-(3,4-d ichlorophenyl)-5-(1,3-d ioxolan-2-yl methyl)-2-piperidinone (WO 9807722) (4.7 g, 14.3 mmol), potassium carbonate (2.97 g, 21.4 mmol), copper (I) iodide (3.0 g, 15.7 mmol) and the bromide from preparation 7 (4.03 g, 21.4 mmol) in 1-methyl-2-pyrrolidinone (25 ml) was stirred at 140° C. for 4 hours, followed by 18 hours at room temperature. The cooled mixture was poured into 2N hydrochloric acid (100 ml), then treated with 0.88 ammonia (100 ml). This aqueous mixture was e...